From a dataset of the Open Reaction Database (ORD), a public repository of structured organic reaction records. describe an organic reaction: reactants, conditions, products, and yield Starting materials: BrC1=NC=CC=C1 (2-bromopyridine), C(CC#C)C=1SC2=C(N1)C(=CC=C2C)C (2-but-3-ynyl-4,7-dimethyl-benzo[d]thiazole). Yields the product CC1=CC=C(C2=C1N=C(S2)CCC#CC2=NC=CC=C2)C (4,7-dimethyl-2-(4-(pyridin-2-yl)but-3-ynyl)benzo[d]thiazole). Isolated yield 17.9%. Reaction SMILES: Br[C:2]1[CH:7]=[CH:6][CH:5]=[CH:4][N:3]=1.[CH2:8]([C:12]1[S:13][C:14]2[C:20]([CH3:21])=[CH:19][CH:18]=[C:17]([CH3:22])[C:15]=2[N:16]=1)[CH2:9][C:10]#[CH:11]>>[CH3:22][C:17]1[C:15]2[N:16]=[C:12]([CH2:8][CH2:9][C:10]#[C:11][C:2]3[CH:7]=[CH:6][CH:5]=[CH:4][N:3]=3)[S:13][C:14]=2[C:20]([CH3:21])=[CH:19][CH:18]=1. Procedure details: The title compound was prepared in accordance with the general method of Example 1, from 2-bromopyridine (46 mg, 0.29 mmol) and 2-but-3-ynyl-4,7-dimethyl-benzo[d]thiazole (63 mg, 0.29 mmol). The crude residue was purified by flash chromatography (DCM/MeOH 99:1 to 98:2) to yield 15 mg (52 μmol, 18%) of 4,7-dimethyl-2-(4-(pyridin-2-yl)but-3-ynyl)benzo[d]thiazole as a yellow solid.